From a dataset of the Open Reaction Database (ORD), a public repository of structured organic reaction records. describe an organic reaction: reactants, conditions, products, and yield Starting materials: water ice, C(C)(C)(C)OC(=O)N1CCC(CC1)C(NC1=C(C=CC(=C1)OC)Br)=O (4-(2-Bromo-5-methoxy-phenylcarbamoyl)-piperidine-1-carboxylic acid tert-butyl ester), C(C)I (ethyl iodide), [H-].[Na+] (sodium hydride). Run in CN(C=O)C (N,N-dimethylformamide). Reaction conditions: temperature 0 celsius, time 1 hour. The product is C(C)(C)(C)OC(=O)N1CCC(CC1)C(N(CC)C1=C(C=CC(=C1)OC)Br)=O (4-[(2-Bromo-5-methoxy-phenyl)-ethyl-carbamoyl]-piperidine-1-carboxylic acid tert-butyl ester). RXN SMILES: [C:1]([O:5][C:6]([N:8]1[CH2:13][CH2:12][CH:11]([C:14](=[O:25])[NH:15][C:16]2[CH:21]=[C:20]([O:22][CH3:23])[CH:19]=[CH:18][C:17]=2[Br:24])[CH2:10][CH2:9]1)=[O:7])([CH3:4])([CH3:3])[CH3:2].[H-].[Na+].[CH2:28](I)[CH3:29]>CN(C)C=O>[C:1]([O:5][C:6]([N:8]1[CH2:9][CH2:10][CH:11]([C:14](=[O:25])[N:15]([C:16]2[CH:21]=[C:20]([O:22][CH3:23])[CH:19]=[CH:18][C:17]=2[Br:24])[CH2:28][CH3:29])[CH2:12][CH2:13]1)=[O:7])([CH3:4])([CH3:2])[CH3:3] |f:1.2|. Reported procedure: 4-(2-Bromo-5-methoxy-phenylcarbamoyl)-piperidine-1-carboxylic acid tert-butyl ester (0.5 g, 1.21 mmol) was dissolved in dry N,N-dimethylformamide (5.0 mL). To the reaction mixture was then added at 0° C. sodium hydride (60% in mineral oil, 60.0 mg, 1.45 mmol) under nitrogen atmosphere and the reaction mixture was stirred at 0° C. for one hour. To the reaction mixture was then added at 0° C., ethyl iodide (0.226 g, 1.45 mmol). The reaction mixture was stirred at 0° C. for one hour, then at room t... Reactants: CCC(N)CC, Cc1cnc2c(Cl)nc3ccccc3n12. Yields the product CCC(CC)Nc1nc2ccccc2n2c(C)cnc12. RXN SMILES: [CH2:16]([CH3:17])[CH:18]([CH2:19][CH3:20])[NH2:21].[Cl:1][c:2]1[c:3]2[n:4]([c:5]3[cH:6][cH:7][cH:8][cH:9][c:10]3[n:11]1)[c:12]([CH3:15])[cH:13][n:14]2>>[c:2]1([NH:21][CH:18]([CH2:16][CH3:17])[CH2:19][CH3:20])[c:3]2[n:4]([c:5]3[cH:6][cH:7][cH:8][cH:9][c:10]3[n:11]1)[c:12]([CH3:15])[cH:13][n:14]2. Reactants: NC1=C(C=O)C=CC=N1 (2-aminonicotinaldehyde), [OH-].[K+] (potassium hydroxide), O1CCOCC1 (dioxane). The product is N1=CC=CC2=CC=CN=C12 (Naphthyridine). As a reaction SMILES: [NH2:1][C:2]1[N:9]=[CH:8][CH:7]=[CH:6][C:3]=1[CH:4]=O.[OH-].[K+].O1CCO[CH2:14][CH2:13]1>>[N:9]1[C:2]2[C:3](=[CH:4][CH:13]=[CH:14][N:1]=2)[CH:6]=[CH:7][CH:8]=1 |f:1.2|. Procedure details: 0.77 g of diacetyltetraphenylmethane obtained by the method described in Example 7 was reacted with 0.51 g of 2-aminonicotinaldehyde and 0.76 g of potassium hydroxide in dioxane and, by treatment in the normal way, TPM-dNTR (0.82 g) shown below was obtained. 1H-NMR (CDCl3, ppm): 9.12 (d·d, 2H), 8.27−8.16 (m, 8H), 8.00 (d, 2H), 7.49−7.44 (m, 6H), 7.34−7.23 (m, 10H) Starting materials: COC1=CC=C(CN2N=C(C(=C2)C=2SC=C(N2)NC2=NC=CC=C2)C(F)(F)F)C=C1 (2-(1-(4-methoxybenzyl)-3-(trifluoromethyl)-1H-pyrazol-4-yl)-N-(pyridin-2-yl)thiazol-4-amine), C(=O)([O-])[O-].[Na+].[Na+] (Na2CO3). The solvent is C(=O)(C(F)(F)F)O (TFA). Conditions: temperature 140 celsius, time 5 minute. Product: N1=C(C=CC=C1)NC=1N=C(SC1)C=1C(=NNC1)C(F)(F)F (N-(pyridin-2-yl)-2-(3-(trifluoromethyl)-1H-pyrazol-4-yl)thiazol-4-amine). The yield is 43636.4%. As a reaction SMILES: COC1C=CC(C[N:8]2[CH:12]=[C:11]([C:13]3[S:14][CH:15]=[C:16]([NH:18][C:19]4[CH:24]=[CH:23][CH:22]=[CH:21][N:20]=4)[N:17]=3)[C:10]([C:25]([F:28])([F:27])[F:26])=[N:9]2)=CC=1.C([O-])([O-])=O.[Na+].[Na+]>C(O)(C(F)(F)F)=O>[N:20]1[CH:21]=[CH:22][CH:23]=[CH:24][C:19]=1[NH:18][C:16]1[N:17]=[C:13]([C:11]2[C:10]([C:25]([F:27])([F:28])[F:26])=[N:9][NH:8][CH:12]=2)[S:14][CH:15]=1 |f:1.2.3|. Reported procedure: According to Scheme 3 Step 2: A solution of 2-(1-(4-methoxybenzyl)-3-(trifluoromethyl)-1H-pyrazol-4-yl)-N-(pyridin-2-yl)thiazol-4-amine (0.22 mmol, 94 mg) in TFA (1 mL) was stirred under microwave heating at 140° C. during 5 minutes then at 150° C. during 5 minutes. The solution was dropwise poured onto a saturated aqueous solution of Na2CO3 and filtered. The crude compound was purified by flash chromatography over silica gel using DCM/EtOH/NH3 (100:0:0 to 93:6.3:0.7) as eluent to yield N-(pyrid... Reactants: C1=CC(=C2C=CC=C3C4=CC(=CC=C4C1=C23)C(=O)Cl)C(=O)Cl (fluoranthene-3,8-dicarbonyl chloride), C(CCC)N(CCCO)CCCC (3-dibutylaminopropanol). The solvent is C(Cl)(Cl)Cl (chloroform). Yields the product Cl.Cl.C(CCC)N(CCCOC(=O)C=1C=CC=2C3=CC=C(C=C3C3=CC=CC1C23)C(=O)OCCCN(CCCC)CCCC)CCCC (bis(3-dibutylaminopropyl)fluoranthene-3,8-dicarboxylate dihydrochloride). RXN SMILES: [CH:1]1[C:15]2=[C:16]3[C:8]([C:9]4[C:14]2=CC=C(C([Cl:19])=O)C=4)=[CH:7][CH:6]=[CH:5][C:4]3=[C:3]([C:20](Cl)=[O:21])[CH:2]=1.[CH2:23]([N:27]([CH2:32][CH2:33][CH2:34][CH3:35])[CH2:28][CH2:29][CH2:30][OH:31])[CH2:24][CH2:25][CH3:26]>C(Cl)(Cl)Cl>[ClH:19].[ClH:19].[CH2:23]([N:27]([CH2:32][CH2:33][CH2:34][CH3:35])[CH2:28][CH2:29][CH2:30][O:31][C:20]([C:3]1[CH:2]=[CH:1][C:15]2[C:14]3[C:1]([C:8]4[C:16]=2[C:4]=1[CH:5]=[CH:6][CH:7]=4)=[CH:2][C:3]([C:20]([O:31][CH2:30][CH2:29][CH2:28][N:27]([CH2:32][CH2:33][CH2:34][CH3:35])[CH2:23][CH2:24][CH2:25][CH3:26])=[O:21])=[CH:4][CH:9]=3)=[O:21])[CH2:24][CH2:25][CH3:26] |f:3.4.5|. Reported procedure: To 700 ml of chloroform is added 10.0 g (0.033 mole) of fluoranthene-3,8-dicarbonyl chloride and 12.4 g (0.066 mole) of 3-dibutylaminopropanol and the resulting solution is refluxed overnight. Upon cooling a solid forms which is crystallized from chloroform-ethyl acetate and twice from methanol-ethyl acetate. Further purification is achieved by dissolving the solid in water with subsequent conversion of the solid to the free base by the action of cold 3 N. aqueous potassium hydroxide, extraction... Starting materials: C(CCC)[Li] (n-butyllithium), Cl (hydrochloric acid), C(C)S (ethanethiol), COC=1C=CC2=C(SC(=C2C(=O)C2=CC=C(C=C2)OC)C2=CC=C(C=C2)OC)C1 ([6-Methoxy-2-(4-methoxy-phenyl)-benzo[b]thiophen-3-yl]-(4-methoxy -phenyl)-methanone). Run in CN(C=O)C (Dimethylformamide), O1CCCC1 (tetrahydrofuran), CN(C=O)C (dimethylformamide). Conditions: time 1 hour. Product: COC=1C=CC2=C(SC(=C2C(=O)C2=CC=C(C=C2)O)C2=CC=C(C=C2)OC)C1 ([6-Methoxy-2-(4-methoxy-phenyl)-benzo[b]thiophen-3-yl]-(4-hydroxy-phenyl)-methanone). Reaction SMILES: C(S)C.C([Li])CCC.[CH3:9][O:10][C:11]1[CH:12]=[CH:13][C:14]2[C:18]([C:19]([C:21]3[CH:26]=[CH:25][C:24]([O:27]C)=[CH:23][CH:22]=3)=[O:20])=[C:17]([C:29]3[CH:34]=[CH:33][C:32]([O:35][CH3:36])=[CH:31][CH:30]=3)[S:16][C:15]=2[CH:37]=1.Cl>O1CCCC1.CN(C)C=O>[CH3:9][O:10][C:11]1[CH:12]=[CH:13][C:14]2[C:18]([C:19]([C:21]3[CH:22]=[CH:23][C:24]([OH:27])=[CH:25][CH:26]=3)=[O:20])=[C:17]([C:29]3[CH:34]=[CH:33][C:32]([O:35][CH3:36])=[CH:31][CH:30]=3)[S:16][C:15]=2[CH:37]=1. Procedure: To a solution of ethanethiol (538 mL, 7.27 mmol) in 1.88 mL of tetrahydrofuran, cooled to −30° C. was added n-butyllithium (2.57 mL, 2.5 M, 6.42 mmol) and the reaction was warmed to room temperature. Dimethylformamide (1 mL) was added then the product from Step 1 (1.73 g, 4.3 mmol) in 2.7 mL of dimethylformamide. The reaction was heated at 58° C. for two hours then at 80° C. for 1 hour. The cooled reaction was poured into 33 mL oh 1N hydrochloric acid and extracted with ethyl acetate. The combin... The reactants are Cl.Cl.FC1=CC=C(C=C1)CN1CC2=C(CCC1)C=CC(=C2)C(CCC2CCNCC2)=O (1-[2-[(4-Fluorophenyl)methyl]-2,3,4,5-tetrahydro-1H-2-benzazepin-8-yl]-3-(4-piperidinyl)-1-propanone dihydrochloride), ClC=1C=C(CBr)C=CC1 (3-chlorobenzyl bromide). Product: Cl.Cl.ClC=1C=C(C=CC1)CN1CCC(CC1)CCC(=O)C1=CC2=C(CCCN(C2)CC2=CC=C(C=C2)F)C=C1 (3-[1-[(3-Chlorophenyl)methyl]-4-piperidinyl]-1-[2-[(4-fluorophenyl)methyl]-2,3,4,5-tetrahydro-1H-2-benzazepin-8-yl]-1-propanone Dihydrochloride). RXN SMILES: [ClH:1].Cl.[F:3][C:4]1[CH:9]=[CH:8][C:7]([CH2:10][N:11]2[CH2:17][CH2:16][CH2:15][C:14]3[CH:18]=[CH:19][C:20]([C:22](=[O:31])[CH2:23][CH2:24][CH:25]4[CH2:30][CH2:29][NH:28][CH2:27][CH2:26]4)=[CH:21][C:13]=3[CH2:12]2)=[CH:6][CH:5]=1.[Cl:32][C:33]1[CH:34]=[C:35]([CH:38]=[CH:39][CH:40]=1)[CH2:36]Br>>[ClH:32].[ClH:1].[Cl:32][C:33]1[CH:34]=[C:35]([CH2:36][N:28]2[CH2:27][CH2:26][CH:25]([CH2:24][CH2:23][C:22]([C:20]3[CH:19]=[CH:18][C:14]4[CH2:15][CH2:16][CH2:17][N:11]([CH2:10][C:7]5[CH:6]=[CH:5][C:4]([F:3])=[CH:9][CH:8]=5)[CH2:12][C:13]=4[CH:21]=3)=[O:31])[CH2:30][CH2:29]2)[CH:38]=[CH:39][CH:40]=1 |f:0.1.2,4.5.6|. Reported procedure: Using 1-[2-[(4-fluorophenyl)methyl]-2,3,4,5-tetrahydro-1H-2-benzazepin-8-yl]-3-(4-piperidinyl)-1-propanone(free base) obtained in Example 211, and 3-chlorobenzyl bromide, the procedure of Example 51-3 was otherewise repeated to provide the title compound as colorless amorphous powders.